describe an organic reaction: reactants, conditions, products, and yield From a dataset of the Open Reaction Database (ORD), a public repository of structured organic reaction records. Reactants: FC(F)(F)c1ccc(-c2cc(C(F)(F)F)nc(Cl)n2)cc1, c1cc[nH]c1. The product is FC(F)(F)c1ccc(-c2cc(C(F)(F)F)nc(-n3cccc3)n2)cc1. As a reaction SMILES: [Cl:1][c:2]1[n:3][c:4]([C:18]([F:19])([F:20])[F:21])[cH:5][c:6](-[c:8]2[cH:9][cH:10][c:11]([C:14]([F:15])([F:16])[F:17])[cH:12][cH:13]2)[n:7]1.[nH:22]1[cH:23][cH:24][cH:25][cH:26]1>>[c:2]1(-[n:22]2[cH:23][cH:24][cH:25][cH:26]2)[n:3][c:4]([C:18]([F:19])([F:20])[F:21])[cH:5][c:6](-[c:8]2[cH:9][cH:10][c:11]([C:14]([F:15])([F:16])[F:17])[cH:12][cH:13]2)[n:7]1.